From a dataset of the Open Reaction Database (ORD), a public repository of structured organic reaction records. describe an organic reaction: reactants, conditions, products, and yield Reactants: CC(C)Oc1ccc(-c2nc(Br)ns2)cc1Cl, CCc1c(C=O)cccc1B1OC(C)(C)C(C)(C)O1, CN(C)C=O, CCOC(C)=O, [K+], [K+], [K+], O, O=P([O-])([O-])[O-], c1ccc(P(c2ccccc2)(c2ccccc2)[Pd](P(c2ccccc2)(c2ccccc2)c2ccccc2)(P(c2ccccc2)(c2ccccc2)c2ccccc2)P(c2ccccc2)(c2ccccc2)c2ccccc2)cc1. Yields the product CCc1c(C=O)cccc1-c1nsc(-c2ccc(OC(C)C)c(Cl)c2)n1. Reaction SMILES: [Br:1][c:2]1[n:3][s:4][c:5](-[c:7]2[cH:8][c:9]([Cl:17])[c:10]([O:13][CH:14]([CH3:15])[CH3:16])[cH:11][cH:12]2)[n:6]1.[CH2:18]([CH3:19])[c:20]1[c:21]([CH:22]=[O:23])[cH:24][cH:25][cH:26][c:27]1[B:28]1[O:29][C:30]([CH3:31])([CH3:32])[C:33]([CH3:34])([CH3:35])[O:36]1.[CH3:45][N:46]([CH3:47])[CH:48]=[O:49].[CH3:51][CH2:52][O:53][C:54](=[O:55])[CH3:56].[K+:42].[K+:43].[K+:44].[OH2:50].[P:37]([O-:38])([O-:39])([O-:40])=[O:41].[cH:57]1[cH:58][cH:59][c:60]([P:61]([Pd:62]([P:63]([c:64]2[cH:65][cH:66][cH:67][cH:68][cH:69]2)([c:70]2[cH:71][cH:72][cH:73][cH:74][cH:75]2)[c:76]2[cH:77][cH:78][cH:79][cH:80][cH:81]2)([P:82]([c:83]2[cH:84][cH:85][cH:86][cH:87][cH:88]2)([c:89]2[cH:90][cH:91][cH:92][cH:93][cH:94]2)[c:95]2[cH:96][cH:97][cH:98][cH:99][cH:100]2)[P:101]([c:102]2[cH:103][cH:104][cH:105][cH:106][cH:107]2)([c:108]2[cH:109][cH:110][cH:111][cH:112][cH:113]2)[c:114]2[cH:115][cH:116][cH:117][cH:118][cH:119]2)([c:120]2[cH:121][cH:122][cH:123][cH:124][cH:125]2)[c:126]2[cH:127][cH:128][cH:129][cH:130][cH:131]2)[cH:132][cH:133]1>>[c:2]1(-[c:27]2[c:20]([CH2:18][CH3:19])[c:21]([CH:22]=[O:23])[cH:24][cH:25][cH:26]2)[n:3][s:4][c:5](-[c:7]2[cH:8][c:9]([Cl:17])[c:10]([O:13][CH:14]([CH3:15])[CH3:16])[cH:11][cH:12]2)[n:6]1.